From a dataset of the Open Reaction Database (ORD), a public repository of structured organic reaction records. describe an organic reaction: reactants, conditions, products, and yield Starting materials: N1CCCC1 (pyrrolidine), FC1=CC(=C(C#N)C=C1)C(F)(F)F (4-fluoro-2-(trifluoromethyl)benzonitrile), ClC1=C(C#N)C=CC(=C1C)F (2-chloro-4-fluoro-3-methyl-benzonitrile), ClC1=C(C#N)C=CC(=C1)F (2-chloro-4-fluorobenzonitrile). Reported procedure: Prepare Examples 2 to 20, in the table below, by essentially following the procedures as described in Example 1 above. Use the appropriate pyrrolidine as indicated and 2-chloro-4-fluoro-3-methyl-benzonitrile (Preparation 1), 2-chloro-4-fluorobenzonitrile, or 4-fluoro-2-(trifluoromethyl)benzonitrile. Product: ClC1=C(C#N)C=CC(=C1C)N1C(CCC1)C1=CC=CC=C1 (2-Chloro-3-methyl-4-(2-phenyl-pyrrolidin-1-yl)-benzonitrile). RXN SMILES: [NH:1]1[CH2:5][CH2:4][CH2:3][CH2:2]1.[Cl:6][C:7]1[C:14]([CH3:15])=[C:13](F)[CH:12]=[CH:11][C:8]=1[C:9]#[N:10].Cl[C:18]1[CH:25]=[C:24](F)[CH:23]=[CH:22][C:19]=1C#N.FC1C=CC(C#N)=C(C(F)(F)F)C=1>>[Cl:6][C:7]1[C:14]([CH3:15])=[C:13]([N:1]2[CH2:5][CH2:4][CH2:3][CH:2]2[C:18]2[CH:25]=[CH:24][CH:23]=[CH:22][CH:19]=2)[CH:12]=[CH:11][C:8]=1[C:9]#[N:10]. The reactants are CC(C)(C)N=C=O, Cn1cnc(-c2ccc(Cl)cc2)c1-c1ccc(Cl)cc1Cl. The product is Cn1c(C(=O)NC(C)(C)C)nc(-c2ccc(Cl)cc2)c1-c1ccc(Cl)cc1Cl. Reaction SMILES: [C:1]([CH3:2])([CH3:3])([CH3:4])[N:5]=[C:6]=[O:7].[Cl:8][c:9]1[cH:10][cH:11][c:12](-[c:15]2[n:16][cH:17][n:18]([CH3:28])[c:19]2-[c:20]2[c:21]([Cl:27])[cH:22][c:23]([Cl:26])[cH:24][cH:25]2)[cH:13][cH:14]1>>[C:1]([CH3:2])([CH3:3])([CH3:4])[NH:5][C:6](=[O:7])[c:17]1[n:16][c:15](-[c:12]2[cH:11][cH:10][c:9]([Cl:8])[cH:14][cH:13]2)[c:19](-[c:20]2[c:21]([Cl:27])[cH:22][c:23]([Cl:26])[cH:24][cH:25]2)[n:18]1[CH3:28]. Reactants: [H-].[Na+] (sodium hydride), C1(=CC=CC=C1)CCCCC1=C(C=CC=C1)O (2-(4-phenylbutyl)phenol), C(C)(C)(C)OC(=O)N1CC(OCC1)COS(=O)(=O)C1=CC=C(C=C1)C (4-t-butoxycarbonyl-2-(p-toluenesulfonyloxymethyl)morpholine). The solvent is CC(=O)N(C)C (dimethylacetamide). Reaction conditions: time 30 minute. Product: C(C)(C)(C)OC(=O)N1CC(OCC1)COC1=C(C=CC=C1)CCCCC1=CC=CC=C1 (4-t-Butoxycarbonyl-2-[2-(4-phenylbutyl)phenoxymethyl]morpholine). The yield is 31.6%. Reaction SMILES: [H-].[Na+].[C:3]1([CH2:9][CH2:10][CH2:11][CH2:12][C:13]2[CH:18]=[CH:17][CH:16]=[CH:15][C:14]=2[OH:19])[CH:8]=[CH:7][CH:6]=[CH:5][CH:4]=1.[C:20]([O:24][C:25]([N:27]1[CH2:32][CH2:31][O:30][CH:29]([CH2:33]OS(C2C=CC(C)=CC=2)(=O)=O)[CH2:28]1)=[O:26])([CH3:23])([CH3:22])[CH3:21]>CC(N(C)C)=O>[C:20]([O:24][C:25]([N:27]1[CH2:32][CH2:31][O:30][CH:29]([CH2:33][O:19][C:14]2[CH:15]=[CH:16][CH:17]=[CH:18][C:13]=2[CH2:12][CH2:11][CH2:10][CH2:9][C:3]2[CH:4]=[CH:5][CH:6]=[CH:7][CH:8]=2)[CH2:28]1)=[O:26])([CH3:23])([CH3:21])[CH3:22] |f:0.1|. Procedure: 218 mg of sodium hydride (as a 55% w/w dispersion in mineral oil) were added, whilst ice-cooling and stirring, to a solution of 1.13 g of 2-(4-phenylbutyl)phenol (prepared as described in Preparation 3) in 20 ml of dimethylacetamide, and the resulting mixture was stirred at room temperature for 30 minutes. At the end of this time, 2.04 g of 4-t-butoxycarbonyl-2-(p-toluenesulfonyloxymethyl)morpholine were added, and the reaction mixture was stirred at 60° C. for 6 hours. The mixture was then part... The reactants are N1CCC(CC1)C(=O)OCC (ethyl 4-piperidine-carboxylate), P(OCC)(SCCC)(N=C=O)=O (O-ethyl S-n-propyl phosphoroisocyanatidothioate). Run in CCOCC (ether). Reaction conditions: time 8 hour. Yields the product C(C)OP(=O)(SCCC)NC(=O)N1CCC(CC1)C(=O)OCC (Ethyl 1-(((Ethoxy-(propylthio)phosphinyl)amino)carbonyl)-4-piperidinecarboxylate). As a reaction SMILES: [NH:1]1[CH2:6][CH2:5][CH:4]([C:7]([O:9][CH2:10][CH3:11])=[O:8])[CH2:3][CH2:2]1.[P:12](=[O:23])([N:20]=[C:21]=[O:22])([S:16][CH2:17][CH2:18][CH3:19])[O:13][CH2:14][CH3:15]>CCOCC>[CH2:14]([O:13][P:12]([NH:20][C:21]([N:1]1[CH2:6][CH2:5][CH:4]([C:7]([O:9][CH2:10][CH3:11])=[O:8])[CH2:3][CH2:2]1)=[O:22])([S:16][CH2:17][CH2:18][CH3:19])=[O:23])[CH3:15]. Reported procedure: To a solution of 2.36 g of ethyl 4-piperidine-carboxylate in 50 ml of ether at ambient temperature was added dropwise with stirring 3.14 g of O-ethyl S-n-propyl phosphoroisocyanatidothioate. The mixture was allowed to stir overnight and was then concentrated by evaporation under reduced pressure using a rotary evaporator and then a Kugelrohr apparatus at 55° C. and 13 Pascals pressure. The residue, which was the title compound, amounted to 5.2 g (94 percent of theory) and was an amber colored vi...